The task is: describe an organic reaction: reactants, conditions, products, and yield. This data is from the Open Reaction Database (ORD), a public repository of structured organic reaction records. Reactants: CON(C(=O)[C@H]1CN(C(C1)=O)[C@H](C)C1=CC=C(C=C1)OC)C ((R)-N-methoxy-1-((R)-1-(4-methoxyphenyl)ethyl)-N-methyl-5-oxopyrrolidine-3-carboxamide), Br[Mg]CC (bromo(ethyl)magnesium). The solvent is C1CCOC1 (THF), O1CCCC1 (tetrahydrofuran). Reaction conditions: temperature -10 celsius. Yields the product COC1=CC=C(C=C1)[C@@H](C)N1C(C[C@H](C1)C(CC)=O)=O ((R)-1-((R)-1-(4-methoxyphenyl)ethyl)-4-propionylpyrrolidin-2-one). As a reaction SMILES: CON(C)[C:4]([C@@H:6]1[CH2:10][C:9](=[O:11])[N:8]([C@@H:12]([C:14]2[CH:19]=[CH:18][C:17]([O:20][CH3:21])=[CH:16][CH:15]=2)[CH3:13])[CH2:7]1)=[O:5].Br[Mg][CH2:25][CH3:26]>O1CCCC1>[CH3:21][O:20][C:17]1[CH:16]=[CH:15][C:14]([C@H:12]([N:8]2[CH2:7][C@H:6]([C:4](=[O:5])[CH2:25][CH3:26])[CH2:10][C:9]2=[O:11])[CH3:13])=[CH:19][CH:18]=1. Reported procedure: Into a 500-mL 3-necked round-bottom flask purged and maintained with an inert atmosphere of nitrogen was placed a solution of N-methoxy-1-[(1R)-1-(4-methoxyphenyl)ethyl]-N-methyl-5-oxopyrrolidine-3-carboxamide 1.02 (20 g, 65.28 mmol, 1.00 equiv) in tetrahydrofuran (200 mL), followed by the addition of bromo(ethyl)magnesium in THF (1 M) (44 mL) dropwise with stirring at −10° C. The resulting solution was stirred at −10° C. for 2 h, quenched by the addition of 200 mL of water/ice and extracted wit... Reactants: C(C)OC(C(CC(=O)C1=CC=C(C=C1)N(CC1=CC=CC=C1)CC1=CC=CC=C1)=O)=O (4-(4-dibenzylaminophenyl)-2,4-dioxobutanoic acid ethyl ester), [Li+].[OH-] (LiOH). Run in C1CCOC1 (THF). Yields the product C(C1=CC=CC=C1)N(C1=CC=C(C=C1)C(CC(C(=O)O)=O)=O)CC1=CC=CC=C1 (4-(4-Dibenzylaminophenyl)-2,4-dioxobutanoic acid). RXN SMILES: C([O:3][C:4](=[O:31])[C:5](=[O:30])[CH2:6][C:7]([C:9]1[CH:14]=[CH:13][C:12]([N:15]([CH2:23][C:24]2[CH:29]=[CH:28][CH:27]=[CH:26][CH:25]=2)[CH2:16][C:17]2[CH:22]=[CH:21][CH:20]=[CH:19][CH:18]=2)=[CH:11][CH:10]=1)=[O:8])C.[Li+].[OH-]>C1COCC1>[CH2:23]([N:15]([CH2:16][C:17]1[CH:22]=[CH:21][CH:20]=[CH:19][CH:18]=1)[C:12]1[CH:13]=[CH:14][C:9]([C:7](=[O:8])[CH2:6][C:5](=[O:30])[C:4]([OH:31])=[O:3])=[CH:10][CH:11]=1)[C:24]1[CH:25]=[CH:26][CH:27]=[CH:28][CH:29]=1 |f:1.2|. Reported procedure: In a manner similar to example AI-2-1, 4-(4-dibenzylaminophenyl)-2,4-dioxobutanoic acid ethyl ester (0.29 g, 0.7 mmol) was hydrolyzed using 0.58 ml 1N LiOH in 5 ml THF to afford 0.237 g (87%) of AIV-3-1 as an orange solid. MP=161-162° C. 1H NMR (400 MHz, CDCl3) δ4.76 (s, 4H), 6.79 (d, 2H, J=9.34 Hz), 6.99 (s, 1H), 7.20 (d, 4H, J=6.78 Hz), 7.30 (t, 2H, J=7.14 Hz), 7.35 (t, 4H, J=7.33 Hz), 7.86 (d, 2H, J=9.15 Hz). The reactants are BrC1=C2C=CC=NC2=C(C(=N1)C1=NN=C(N1)CC1=CC=C(C=C1)F)O (5-bromo-7-[5-(4-fluorobenzyl)-4H-1,2,4-triazol-3-yl]-1,6-naphthyridin-8-ol), N1CCOCC1 (morpholine). As a reaction SMILES: Br[C:2]1[N:11]=[C:10]([C:12]2[NH:16][C:15]([CH2:17][C:18]3[CH:23]=[CH:22][C:21]([F:24])=[CH:20][CH:19]=3)=[N:14][N:13]=2)[C:9]([OH:25])=[C:8]2[C:3]=1[CH:4]=[CH:5][CH:6]=[N:7]2.[NH:26]1[CH2:31][CH2:30][O:29][CH2:28][CH2:27]1>>[F:24][C:21]1[CH:22]=[CH:23][C:18]([CH2:17][C:15]2[NH:16][C:12]([C:10]3[C:9]([OH:25])=[C:8]4[C:3]([CH:4]=[CH:5][CH:6]=[N:7]4)=[C:2]([N:26]4[CH2:31][CH2:30][O:29][CH2:28][CH2:27]4)[N:11]=3)=[N:13][N:14]=2)=[CH:19][CH:20]=1. The product is FC1=CC=C(CC=2NC(=NN2)C2=NC(=C3C=CC=NC3=C2O)N2CCOCC2)C=C1 (7-[5-(4-Fluorobenzyl)-4H-1,2,4-triazol-3-yl]-5-morpholin-4-yl-1,6-naphthyridin-8-ol). Procedure: A solution of 5-bromo-7-[5-(4-fluorobenzyl)-4H-1,2,4-triazol-3-yl]-1,6-naphthyridin-8-ol (34 mg, 0.09 mmol) in neat morpholine was heated in a sealed tube at 150° C. for 16 hours. The excess amine was removed in vacuo and the residue purified by preparative HPLC to provide the title compound (19 mg, 55%) as a white solid. 1H NMR (CDCl3): δ 9.14 (dd, J=4.4, 1.6 Hz, 1 H), 8.45 (dd, J=8.4, 1.6 Hz, 1 H), 7.57 (dd, J=8.4, 4.4 Hz, 1 H), 7.36 (dd, J=8.4, 5.2 Hz, 2 H), 7.01 (t, J=8.4 Hz, 2 H), 4.19 (s, ... The yield is 55.0%. The reactants are C(CC)OC=1C=C(OC=2C=CC3=C(C=C(CCS3(=O)=O)C(=O)OC)C2)C=CC1 (methyl 7-(3-propoxyphenoxy)-1,1-dioxo-2,3-dihydro-1-benzothiepine-4-carboxylate), aqueous solution, C([O-])([O-])=O.[K+].[K+] (potassium carbonate), Cl (hydrochloric acid). The solvent is C1CCOC1.CO (THF methanol). Conditions: temperature 65 celsius, time 40 hour. Product: C(CC)OC=1C=C(OC=2C=CC3=C(C=C(CCS3(=O)=O)C(=O)O)C2)C=CC1 (7-(3-propoxyphenoxy)-1,1-dioxo-2,3-dihydro-1-benzothiepine-4-carboxylic acid). Isolated yield 80.5%. As a reaction SMILES: [CH2:1]([O:4][C:5]1[CH:6]=[C:7]([CH:26]=[CH:27][CH:28]=1)[O:8][C:9]1[CH:10]=[CH:11][C:12]2[S:18](=[O:20])(=[O:19])[CH2:17][CH2:16][C:15]([C:21]([O:23]C)=[O:22])=[CH:14][C:13]=2[CH:25]=1)[CH2:2][CH3:3].C(=O)([O-])[O-].[K+].[K+].Cl>C1COCC1.CO>[CH2:1]([O:4][C:5]1[CH:6]=[C:7]([CH:26]=[CH:27][CH:28]=1)[O:8][C:9]1[CH:10]=[CH:11][C:12]2[S:18](=[O:19])(=[O:20])[CH2:17][CH2:16][C:15]([C:21]([OH:23])=[O:22])=[CH:14][C:13]=2[CH:25]=1)[CH2:2][CH3:3] |f:1.2.3,5.6|. Reported procedure: Into a solution of methyl 7-(3-propoxyphenoxy)-1,1-dioxo-2,3-dihydro-1-benzothiepine-4-carboxylate (0.53 g) in THF-methanol (10-5 ml) was added at room temperature a 1 M aqueous solution of potassium carbonate (2.6 ml), and the resulting mixture was stirred at 65° C. for 40 hours. After cooling to room temperature, 1 N hydrochloric acid (10 ml) was added to the reaction mixture, which was extracted with ethyl acetate. The organic layer was washed with an aqueous saturated solution of sodium chlo...